Dataset: the Open Reaction Database (ORD), a public repository of structured organic reaction records. Task: describe an organic reaction: reactants, conditions, products, and yield Reactants: CC(CSC(=O)c1ccccc1)C(=O)Cl, O=C(O)CNC1Cc2ccccc2C1. Product: CC(CSC(=O)c1ccccc1)C(=O)N(CC(=O)O)C1Cc2ccccc2C1. RXN SMILES: [C:15]([c:16]1[cH:17][cH:18][cH:19][cH:20][cH:21]1)(=[O:22])[S:23][CH2:24][CH:25]([C:26](=[O:27])[Cl:28])[CH3:29].[CH2:1]1[CH:2]([NH:10][CH2:11][C:12](=[O:13])[OH:14])[CH2:3][c:4]2[cH:5][cH:6][cH:7][cH:8][c:9]21>>[CH2:1]1[CH:2]([N:10]([CH2:11][C:12](=[O:13])[OH:14])[C:26]([CH:25]([CH2:24][S:23][C:15]([c:16]2[cH:17][cH:18][cH:19][cH:20][cH:21]2)=[O:22])[CH3:29])=[O:27])[CH2:3][c:4]2[cH:5][cH:6][cH:7][cH:8][c:9]21. Reactants: ClC1=NC=C(C(=O)OCC)C=C1 (ethyl 6-chloronicotinate), ice water, [H-].[Na+] (sodium hydride), FC(CO)(C(F)F)F (2,2,3,3-tetrafluoropropanol), [H][H] (hydrogen). The solvent is CN(C=O)C (dimethylformamide), CCCCCC (hexane), CN(C=O)C (dimethylformamide). Reaction conditions: time 30 minute. Product: FC(COC1=NC=C(C(=O)OCC)C=C1)(C(F)F)F (Ethyl 6-(2,2,3,3-tetrafluoropropoxy)nicotinate). Isolated yield 85.9%. RXN SMILES: [H-].[Na+].[F:3][C:4]([F:10])([CH:7]([F:9])[F:8])[CH2:5][OH:6].[H][H].Cl[C:14]1[CH:24]=[CH:23][C:17]([C:18]([O:20][CH2:21][CH3:22])=[O:19])=[CH:16][N:15]=1>CCCCCC.CN(C)C=O>[F:3][C:4]([F:10])([CH:7]([F:9])[F:8])[CH2:5][O:6][C:14]1[CH:24]=[CH:23][C:17]([C:18]([O:20][CH2:21][CH3:22])=[O:19])=[CH:16][N:15]=1 |f:0.1|. Reported procedure: After 840 mg (19.3 mmol) of 55% sodium hydride were washed with hexane, it was suspended in 40 ml of dimethylformamide, and 3.00 g (22.7 mmol) of 2,2,3,3-tetrafluoropropanol were gradually added to the suspension at 0° C. under a nitrogen atmosphere. When generation of hydrogen gas stopped, a solution in which 3.40 g (18.3 mmol) of ethyl 6-chloronicotinate was dissolved in 15 ml of dimethylformamide was added dropwise to the resulting mixture at the same temperature for about 30 minutes. After t... Starting materials: C=O, O=C(Nc1ccc(Cl)cn1)c1cc(Cl)ccc1NC(=O)C1CCN(C2CCCNCC2)CC1. The product is CN1CCCC(N2CCC(C(=O)Nc3ccc(Cl)cc3C(=O)Nc3ccc(Cl)cn3)CC2)CC1. RXN SMILES: [CH2:34]=[O:35].[Cl:1][c:2]1[cH:3][cH:4][c:5]([NH:18][C:19](=[O:20])[CH:21]2[CH2:22][CH2:23][N:24]([CH:27]3[CH2:28][CH2:29][NH:30][CH2:31][CH2:32][CH2:33]3)[CH2:25][CH2:26]2)[c:6]([C:7](=[O:8])[NH:9][c:10]2[n:11][cH:12][c:13]([Cl:16])[cH:14][cH:15]2)[cH:17]1>>[Cl:1][c:2]1[cH:3][cH:4][c:5]([NH:18][C:19](=[O:20])[CH:21]2[CH2:22][CH2:23][N:24]([CH:27]3[CH2:28][CH2:29][N:30]([CH3:34])[CH2:31][CH2:32][CH2:33]3)[CH2:25][CH2:26]2)[c:6]([C:7](=[O:8])[NH:9][c:10]2[n:11][cH:12][c:13]([Cl:16])[cH:14][cH:15]2)[cH:17]1. Starting materials: [Mn](=O)(=O)(=O)[O-].[K+] (potassium permanganate), C(C)(=O)C=1C=CC2=C(CC=3C(=NC=CC3)O2)C1 (7-acetyl-5H-[1]benzopyrano[2,3-b]pyridine). Run in CC(=O)C (acetone). Run at time 1 hour. The product is C(C)(=O)C=1C=CC2=C(C(C=3C(=NC=CC3)O2)=O)C1 (7-acetyl-5-oxo-5H-[1]benzopyrano[2,3-b]pyridine). RXN SMILES: [Mn]([O-])(=O)(=O)=[O:2].[K+].[C:7]([C:10]1[CH:11]=[CH:12][C:13]2[O:22][C:17]3=[N:18][CH:19]=[CH:20][CH:21]=[C:16]3[CH2:15][C:14]=2[CH:23]=1)(=[O:9])[CH3:8]>CC(C)=O>[C:7]([C:10]1[CH:11]=[CH:12][C:13]2[O:22][C:17]3=[N:18][CH:19]=[CH:20][CH:21]=[C:16]3[C:15](=[O:2])[C:14]=2[CH:23]=1)(=[O:9])[CH3:8] |f:0.1|. Procedure details: 12.5 g of potassium permanganate is added in small portions to a solution of 9 g of 7-acetyl-5H-[1]benzopyrano[2,3-b]pyridine in 180 ml of acetone at 10°-15°C. The mixture is stirred at room temperature for 1 hour. The reaction mixture is filtered, and the crystalline residue is washed thoroughly with chloroform. The filtrate and washings are concentrated, and the residue is recrystallized from toluene to give 7-acetyl-5-oxo-5H-[1]benzopyrano[2,3-b]pyridine melting at 195°-197°C. Starting materials: OC1=C(C=NC=2N1N=CC2)C(=O)OCC (ethyl 7-hydroxypyrazolo[1,5-a]pyrimidine-6-carboxylate), ClC=1C=C(N)C=CC1Cl (3,4-dichloroaniline). Product: ClC=1C=C(C=CC1Cl)NC1=C(C=NC=2N1N=CC2)C(=O)OCC (Ethyl 7-(3,4-dichlorophenylamino)pyrazolo[1,5-a]pyrimidine-6-carboxylate). Isolated yield 71.2%. Reaction SMILES: O[C:2]1[N:7]2[N:8]=[CH:9][CH:10]=[C:6]2[N:5]=[CH:4][C:3]=1[C:11]([O:13][CH2:14][CH3:15])=[O:12].[Cl:16][C:17]1[CH:18]=[C:19]([CH:21]=[CH:22][C:23]=1[Cl:24])[NH2:20]>>[Cl:16][C:17]1[CH:18]=[C:19]([NH:20][C:2]2[N:7]3[N:8]=[CH:9][CH:10]=[C:6]3[N:5]=[CH:4][C:3]=2[C:11]([O:13][CH2:14][CH3:15])=[O:12])[CH:21]=[CH:22][C:23]=1[Cl:24]. Procedure details: Using ethyl 7-hydroxypyrazolo[1,5-a]pyrimidine-6-carboxylate (3.0 g, 14.5 mmol) and 3,4-dichloroaniline (1.88 g, 11.6 mmol) instead of 4-fluoro-2-methylaniline, and in the same manner as in Example 1 step 1, the title compound (2.90 g, 57%) was obtained. Reactants: C[S-], CCO, O=[N+]([O-])c1ccc(Cl)cn1, [Na+]. The product is CSc1ccc([N+](=O)[O-])nc1. Reaction SMILES: [CH3:11][S-:12].[CH3:14][CH2:15][OH:16].[Cl:1][c:2]1[cH:3][cH:4][c:5]([N+:8](=[O:9])[O-:10])[n:6][cH:7]1.[Na+:13]>>[c:2]1([S:12][CH3:11])[cH:3][cH:4][c:5]([N+:8](=[O:9])[O-:10])[n:6][cH:7]1. Starting materials: Brc1cncnc1, C1COCCO1, Cc1cc(C2=NOC(c3cc(Cl)cc(Cl)c3)(C(F)(F)F)C2)ccc1C(N)=O, I[Cu]I, [K+], [K+], [K+], O=P([O-])([O-])[O-]. Yields the product Cc1cc(C2=NOC(c3cc(Cl)cc(Cl)c3)(C(F)(F)F)C2)ccc1C(=O)Nc1cncnc1. As a reaction SMILES: [Br:28][c:29]1[cH:30][n:31][cH:32][n:33][cH:34]1.[CH2:43]1[O:44][CH2:45][CH2:46][O:47][CH2:48]1.[Cl:1][c:2]1[cH:3][c:4]([C:9]2([C:24]([F:25])([F:26])[F:27])[CH2:10][C:11]([c:14]3[cH:15][c:16]([CH3:23])[c:17]([C:18](=[O:19])[NH2:20])[cH:21][cH:22]3)=[N:12][O:13]2)[cH:5][c:6]([Cl:8])[cH:7]1.[Cu:49]([I:50])[I:51].[K+:40].[K+:41].[K+:42].[P:35]([O-:36])([O-:37])([O-:38])=[O:39]>>[Cl:1][c:2]1[cH:3][c:4]([C:9]2([C:24]([F:25])([F:26])[F:27])[CH2:10][C:11]([c:14]3[cH:15][c:16]([CH3:23])[c:17]([C:18](=[O:19])[NH:20][c:29]4[cH:30][n:31][cH:32][n:33][cH:34]4)[cH:21][cH:22]3)=[N:12][O:13]2)[cH:5][c:6]([Cl:8])[cH:7]1.